Dataset: the Open Reaction Database (ORD), a public repository of structured organic reaction records. Task: describe an organic reaction: reactants, conditions, products, and yield The reactants are Cc1ccccc1, CC#N, CN1CC(CCCl)Oc2ncccc2C1=O, S=P12SP3(=S)SP(=S)(S1)SP(=S)(S2)S3. Yields the product CN1CC(CCCl)Oc2ncccc2C1=S. RXN SMILES: [CH3:31][c:32]1[cH:33][cH:34][cH:35][cH:36][cH:37]1.[CH3:38][C:39]#[N:40].[Cl:15][CH2:16][CH2:17][CH:18]1[O:19][c:20]2[c:21]([cH:27][cH:28][cH:29][n:30]2)[C:22](=[O:26])[N:23]([CH3:25])[CH2:24]1.[P:1]12(=[S:2])[S:3][P:4]3(=[S:14])[S:5][P:6](=[S:12])([S:7][P:8](=[S:11])([S:9]3)[S:10]1)[S:13]2>>[S:2]=[C:22]1[c:21]2[c:20]([n:30][cH:29][cH:28][cH:27]2)[O:19][CH:18]([CH2:17][CH2:16][Cl:15])[CH2:24][N:23]1[CH3:25]. The reactants are [BH4-], CCO, [Cl-], N#Cc1ccc(N)c([N+](=O)[O-])c1, [Na+], [Na+], [OH-], O, O, O. The product is N#Cc1ccc(N)c(N)c1. RXN SMILES: [BH4-:16].[CH3:20][CH2:21][OH:22].[Cl-:15].[N+:1]([O-:2])(=[O:3])[c:4]1[cH:5][c:6]([C:7]#[N:8])[cH:9][cH:10][c:11]1[NH2:12].[Na+:17].[Na+:19].[OH-:18].[OH2:13].[OH2:14].[OH2:23]>>[NH2:1][c:4]1[cH:5][c:6]([C:7]#[N:8])[cH:9][cH:10][c:11]1[NH2:12].